From a dataset of the Open Reaction Database (ORD), a public repository of structured organic reaction records. describe an organic reaction: reactants, conditions, products, and yield Starting materials: O (Water), OC=1C=CC=C2CCCC(C12)=O (8-hydroxy 1-tetralone), C(Cl)C1CO1 (epichlorohydrin), [OH-].[Na+] (sodium hydroxide). The solvent is COCCO (2-methoxy ethanol). Product: O=C1CCCC=2C=CC=C(C12)OCC1CO1 (1-(8-oxo 5,6,7,8-tetrahydro 1-naphthyl oxy) 2,3-epoxy propane). As a reaction SMILES: [OH:1][C:2]1[CH:3]=[CH:4][CH:5]=[C:6]2[C:11]=1[C:10](=[O:12])[CH2:9][CH2:8][CH2:7]2.[CH2:13]([CH:15]1[O:17][CH2:16]1)Cl.[OH-].[Na+].O>COCCO>[O:1]=[C:2]1[C:11]2[C:10]([O:12][CH2:13][CH:15]3[O:17][CH2:16]3)=[CH:9][CH:8]=[CH:7][C:6]=2[CH2:5][CH2:4][CH2:3]1 |f:2.3|. Reported procedure: To the solution heated to 80° C. of 3.2 g of 8-hydroxy 1-tetralone and 20 ml of epichlorohydrin in 20 ml of 2-methoxy ethanol is added 1.8 g of sodium hydroxide and the mixture is heated to reflux for 1 hour. Water is added and the mixture is extracted with methylene chloride. The organic phase is separated, dried and the solvent is evaporated. Reactants: ClC=1C=C(C=CC1Cl)NC=1N(C(=NN1)COC=1C=C2C=CC(NC2=CC1)=O)C (6-((5-(3,4-dichlorophenylamino)-4-methyl-4H-1,2,4-triazol-3-yl)methoxy)quinolin-2(1H)-one), N1N=CC2=CC(=CC=C12)CCC=1N(C(=NN1)NC1=CC=C(C=C1)OC(F)F)C (5-(2-(1H-indazol-5-yl)ethyl)-N-(4-(difluoromethoxy)phenyl)-4-methyl-4H-1,2,4-triazol-3-amine). Product: FC(OC1=CC=C(C=C1)NC1=NN=C(N1C)CCC=1C=C2C=NN(C2=CC1)C1OCCCC1)F (N-(4-(difluoromethoxy)phenyl)-4-methyl-5-(2-(1-(tetrahydro-2H-pyran-2-yl)-1H-indazol-5-yl)ethyl)-4H-1,2,4-triazol-3-amine). As a reaction SMILES: ClC1C=C(NC2N(C)C(COC3[CH:18]=[C:19]4C(=CC=3)N[C:22](=[O:27])[CH:21]=[CH:20]4)=NN=2)C=CC=1Cl.[NH:29]1[C:37]2[C:32](=[CH:33][C:34]([CH2:38][CH2:39][C:40]3[N:41]([CH3:56])[C:42]([NH:45][C:46]4[CH:51]=[CH:50][C:49]([O:52][CH:53]([F:55])[F:54])=[CH:48][CH:47]=4)=[N:43][N:44]=3)=[CH:35][CH:36]=2)[CH:31]=[N:30]1>>[F:55][CH:53]([F:54])[O:52][C:49]1[CH:50]=[CH:51][C:46]([NH:45][C:42]2[N:41]([CH3:56])[C:40]([CH2:39][CH2:38][C:34]3[CH:33]=[C:32]4[C:37](=[CH:36][CH:35]=3)[N:29]([CH:22]3[CH2:21][CH2:20][CH2:19][CH2:18][O:27]3)[N:30]=[CH:31]4)=[N:44][N:43]=2)=[CH:47][CH:48]=1. Procedure details: By a procedure analogous to the synthesis of 6-((5-(3,4-dichlorophenylamino)-4-methyl-4H-1,2,4-triazol-3-yl)methoxy)quinolin-2(1H)-one (Example 276), 5-(2-(1H-indazol-5-yl)ethyl)-N-(4-(difluoromethoxy)phenyl)-4-methyl-4H-1,2,4-triazol-3-amine (0.131 g, 16%) was synthesized as an off-white gum. LCMS: RT 1.858 min; LCMS (ES-API), m/z 469 (M+H). Starting materials: O=S(=O)(Cl)c1ccc(Br)cc1, COc1ccccc1. Yields the product COc1ccc(S(=O)(=O)c2ccc(Br)cc2)cc1. RXN SMILES: [Br:1][c:2]1[cH:3][cH:4][c:5]([S:8](=[O:9])(=[O:10])[Cl:11])[cH:6][cH:7]1.[CH3:12][O:13][c:14]1[cH:15][cH:16][cH:17][cH:18][cH:19]1>>[Br:1][c:2]1[cH:3][cH:4][c:5]([S:8](=[O:9])(=[O:10])[c:17]2[cH:16][cH:15][c:14]([O:13][CH3:12])[cH:19][cH:18]2)[cH:6][cH:7]1.